describe an organic reaction: reactants, conditions, products, and yield From a dataset of the Open Reaction Database (ORD), a public repository of structured organic reaction records. The reactants are CO, C=C(NC(C)=O)c1ncc(F)cn1. The product is CC(=O)NC(C)c1ncc(F)cn1. RXN SMILES: [CH3:14][OH:15].[F:1][c:2]1[cH:3][n:4][c:5]([C:8](=[CH2:9])[NH:10][C:11]([CH3:12])=[O:13])[n:6][cH:7]1>>[F:1][c:2]1[cH:3][n:4][c:5]([CH:8]([CH3:9])[NH:10][C:11]([CH3:12])=[O:13])[n:6][cH:7]1. Reactants: COC([C@H]1N(C(CC1)=C[N+](=O)[O-])CC1=CC=CC=C1)=O ((S)-1-Benzyl-5-nitromethylene proline methyl ester), [H][H] (hydrogen). Reagents/catalysts: [Pd] (palladium on carbon). The solvent is CO (methanol). The product is C(C1=CC=CC=C1)N1[C@@H]2C(NC[C@H]1CC2)=O ((1S,5R)-8-Benzyl-3,8-diazabicyclo[3.2.1]octan-2-one). Isolated yield 59.4%. As a reaction SMILES: C[O:2][C:3](=O)[C@@H:4]1[CH2:8][CH2:7][C:6](=[CH:9][N+:10]([O-])=O)[N:5]1[CH2:13][C:14]1[CH:19]=[CH:18][CH:17]=[CH:16][CH:15]=1.[H][H]>[Pd].CO>[CH2:13]([N:5]1[C@@H:6]2[CH2:7][CH2:8][C@H:4]1[C:3](=[O:2])[NH:10][CH2:9]2)[C:14]1[CH:19]=[CH:18][CH:17]=[CH:16][CH:15]=1. Procedure details: (S)-1-Benzyl-5-nitromethylene proline methyl ester (3.22 g, 11.6 mmol) was added to a suspension of 10% palladium on carbon (1.35 g) in methanol (75 mL) and the mixture was hydrogenated under 30 psi of hydrogen for 20 h. The catalyst was removed by filtration through a pad of celite and the solvent was removed under reduced pressure. The crude product was purified by silica gel chromatography, eluting with 5% methanol/methylene chloride, to yield the desired product (1.49 g, 60%). 1H NMR (300 MH... The reactants are O (H2O), [Li+].[OH-] (LiOH), COC(=O)C=1SC(=CC1N(C1CCOCC1)C(=O)C1C(CC(CC1)C)O)C1=CC=CC=C1 (3-[(2-Hydroxy-4-methyl-cyclohexanecarbonyl)-(tetrahydro-pyran-4-yl)-amino]-5-phenyl-thiophene-2-carboxylic acid methyl ester). The solvent is O1CCOCC1 (dioxane). Run at time 4 hour. The product is OC1C(CCC(C1)C)C(=O)N(C1=C(SC(=C1)C1=CC=CC=C1)C(=O)O)C1CCOCC1 (3-[(2-Hydroxy-4-methyl-cyclohexanecarbonyl)-(tetrahydro-pyran-4-yl)-amino]-5-phenyl-thiophene-2-carboxylic acid). The yield is 50.9%. As a reaction SMILES: C[O:2][C:3]([C:5]1[S:6][C:7]([C:27]2[CH:32]=[CH:31][CH:30]=[CH:29][CH:28]=2)=[CH:8][C:9]=1[N:10]([C:17]([CH:19]1[CH2:24][CH2:23][CH:22]([CH3:25])[CH2:21][CH:20]1[OH:26])=[O:18])[CH:11]1[CH2:16][CH2:15][O:14][CH2:13][CH2:12]1)=[O:4].O.[Li+].[OH-]>O1CCOCC1>[OH:26][CH:20]1[CH2:21][CH:22]([CH3:25])[CH2:23][CH2:24][CH:19]1[C:17]([N:10]([CH:11]1[CH2:16][CH2:15][O:14][CH2:13][CH2:12]1)[C:9]1[CH:8]=[C:7]([C:27]2[CH:28]=[CH:29][CH:30]=[CH:31][CH:32]=2)[S:6][C:5]=1[C:3]([OH:4])=[O:2])=[O:18] |f:2.3|. Procedure details: 3-[(2-Hydroxy-4-methyl-cyclohexanecarbonyl)-(tetrahydro-pyran-4-yl)-amino]-5-phenyl-thiophene-2-carboxylic acid methyl ester (31 mg, 0.062 mmol) was dissolved in a 4:1 mixture of dioxane:H2O (0.6 ml) and then LiOH 1N (310 ul, 0.310 mmol) was added. After 4 hours of stirring at room temperature, solvents were removed and then partitioned between 5 ml of H2O acidified to pH 4 and 5 ml of EtOAc. The organic layer was separated and the aqueous phase was washed twice with ethyl acetate (2×5 mL). The ... Procedure details: 3-[3-(5,6-dimethoxy-3-methyl-1,4-benzoquinon-2-ylmethyl)phenyl]acrylic acid (55 mg, 0.16 mmol) obtained in Example 36 and thiomorpholine (0.018 ml, 0.18 mmol) were used, and a method similar to that described in Example 24 was employed to obtain the title compound (32 mg, 0.075 mmol, yield 47%). The product is COC=1C(C(=C(C(C1OC)=O)CC=1C=C(C=CC1)C=CC(=O)N1CCSCC1)C)=O (N-[3-[3-(5,6-dimethoxy-3-methyl-1,4-benzoquinon-2-ylmethyl)phenyl]acryloyl]thiomorpholine). As a reaction SMILES: [CH3:1][O:2][C:3]1[C:4](=[O:25])[C:5]([CH3:24])=[C:6]([CH2:12][C:13]2[CH:14]=[C:15]([CH:19]=[CH:20][C:21](O)=[O:22])[CH:16]=[CH:17][CH:18]=2)[C:7](=[O:11])[C:8]=1[O:9][CH3:10].[NH:26]1[CH2:31][CH2:30][S:29][CH2:28][CH2:27]1>>[CH3:1][O:2][C:3]1[C:4](=[O:25])[C:5]([CH3:24])=[C:6]([CH2:12][C:13]2[CH:14]=[C:15]([CH:19]=[CH:20][C:21]([N:26]3[CH2:31][CH2:30][S:29][CH2:28][CH2:27]3)=[O:22])[CH:16]=[CH:17][CH:18]=2)[C:7](=[O:11])[C:8]=1[O:9][CH3:10]. The reactants are COC=1C(C(=C(C(C1OC)=O)CC=1C=C(C=CC1)C=CC(=O)O)C)=O (3-[3-(5,6-dimethoxy-3-methyl-1,4-benzoquinon-2-ylmethyl)phenyl]acrylic acid), N1CCSCC1 (thiomorpholine). Yield: 46.9%. Starting materials: C(C1=CC(OC)=C(O)C(OC)=C1)=O (syringaldehyde), C(#N)CC(=O)OCC (ethyl cyanoacetate), N1CCCCC1 (piperidine). Run in C(C)O (ethanol). Reaction conditions: time 16 hour. Product: C(#N)C(C(=O)O)=CC1=CC(=C(C(=C1)OC)O)OC (α-cyano-3,5-dimethoxy-4-hydroxycinnamic acid). Yield: 51.1%. RXN SMILES: [CH:1](=O)[C:2]1[CH:12]=[C:9]([O:10][CH3:11])[C:7]([OH:8])=[C:4]([O:5][CH3:6])[CH:3]=1.[C:14]([CH2:16][C:17]([O:19]CC)=[O:18])#[N:15].N1CCCCC1>C(O)C>[C:14]([C:16](=[CH:1][C:2]1[CH:12]=[C:9]([O:10][CH3:11])[C:7]([OH:8])=[C:4]([O:5][CH3:6])[CH:3]=1)[C:17]([OH:19])=[O:18])#[N:15]. Reported procedure: To a solution of 2 g (11.0 mmol) of syringaldehyde and 1.2 ml (11.3 mmol) of ethyl cyanoacetate in 30 ml of ethanol was added 2 ml of piperidine, and the mixture was stirred at room temperature for 16 hours. The solution was evaporated under reduced pressure, subsequently the residue was acidified by adding 1N hydrochloric acid and extracted with 200 ml of ethyl acetate. The organic layer was washed with water, and concentrated under reduced pressure. A formed precipitate was washed with ethanol... The reactants are C(C1=CC=CC=C1)OC(NCCC#CC1=CC=C(C=C1)NC(CCNC(=O)OC(C)(C)C)=O)=O ({4-[4-(3-tert-Butoxycarbonylaminopropionylamino)phenyl]-but-3-ynyl}carbamic acid benzyl ester). Reagents/catalysts: [Pd] (palladium on activated carbon). Run in COCCOC (1,2-dimethoxyethane). Run at time 8 hour. Yields the product C(C1=CC=CC=C1)OC(NCCCCC1=CC=C(C=C1)NC(CCNC(=O)OC(C)(C)C)=O)=O ({4-[4-(3-tert-Butoxycarbonylaminopropionylamino)phenyl]butyl}carbamic acid benzyl ester). The yield is 92.5%. RXN SMILES: [CH2:1]([O:8][C:9](=[O:34])[NH:10][CH2:11][CH2:12][C:13]#[C:14][C:15]1[CH:20]=[CH:19][C:18]([NH:21][C:22](=[O:33])[CH2:23][CH2:24][NH:25][C:26]([O:28][C:29]([CH3:32])([CH3:31])[CH3:30])=[O:27])=[CH:17][CH:16]=1)[C:2]1[CH:7]=[CH:6][CH:5]=[CH:4][CH:3]=1>[Pd].COCCOC>[CH2:1]([O:8][C:9](=[O:34])[NH:10][CH2:11][CH2:12][CH2:13][CH2:14][C:15]1[CH:16]=[CH:17][C:18]([NH:21][C:22](=[O:33])[CH2:23][CH2:24][NH:25][C:26]([O:28][C:29]([CH3:30])([CH3:31])[CH3:32])=[O:27])=[CH:19][CH:20]=1)[C:2]1[CH:7]=[CH:6][CH:5]=[CH:4][CH:3]=1. Procedure: To a degassed solution of {4-[4-(3-tert-butoxycarbonylaminopropionylamino)phenyl]-but-3-ynyl}carbamic acid benzyl ester 320 (1.91 g, 4.1 mmol) and 1,2-dimethoxyethane (DME, 35 mL) was added 10% palladium on activated carbon (0.5 g, 50% wet). The mixture was hydrogenated overnight at 50 psi pressure. The catalyst was filtered through a pad of Celite and the solvent was evaporated in vacuo to provide 330 (1.78 g, 99%). 1H NMR (300 MHz, CDCl3) δ 1.42 (s, 9H), 1.58 (m, 4H), 2.59 (t, 4H), 3.17 (q, 2H...